The task is: describe an organic reaction: reactants, conditions, products, and yield. This data is from the Open Reaction Database (ORD), a public repository of structured organic reaction records. The reactants are IC (iodomethane), [Li]CCCC (nBuLi), hexanes, C(C)(C)NC(C)C (diisopropylamine), C(=O)=O.CC(=O)C (dry ice acetone), O1CCOC12CCC(CC2)C(=O)OCC (ethyl 1,4-dioxaspiro[4.5]decane-8-carboxylate). Run in C1CCOC1 (THF), C1CCOC1 (THF), C1CCOC1 (THF). Run at temperature -30 celsius, time 20 minute. The product is C(C)[N-]CC.[Li+] (Lithium diethylamide), CC1(CCC2(OCCO2)CC1)C(=O)OCC (ethyl 8-methyl-1,4-dioxaspiro[4.5]decane-8-carboxylate). Isolated yield 96.0%. Reaction SMILES: [Li:1][CH2:2]CCC.[CH:6]([NH:9][CH:10](C)[CH3:11])(C)[CH3:7].C(=O)=O.CC(C)=O.[O:20]1[C:24]2([CH2:29][CH2:28][CH:27]([C:30]([O:32][CH2:33][CH3:34])=[O:31])[CH2:26][CH2:25]2)[O:23][CH2:22][CH2:21]1.IC>C1COCC1>[CH2:6]([N-:9][CH2:10][CH3:11])[CH3:7].[Li+:1].[CH3:2][C:27]1([C:30]([O:32][CH2:33][CH3:34])=[O:31])[CH2:28][CH2:29][C:24]2([O:23][CH2:22][CH2:21][O:20]2)[CH2:25][CH2:26]1 |f:2.3,7.8|. Procedure details: Lithium diethylamide was prepared by adding (5 min) nBuLi in hexanes (94 mL, 150 mmol) to a solution of diisopropylamine (22.80 mL, 160 mmol) in THF (50 mL) at −30° C. (dry ice/acetone) under N2. After 20 min, ethyl 1,4-dioxaspiro[4.5]decane-8-carboxylate (21.43 g, 100 mmol) in THF (25 mL) was added over 5 min. After 20 min, iodomethane (28.4 g, 200 mmol) in THF (25 mL) was added over 5 min. The resulting solution was stirred at −30° C. for 20 min and then allowed to slowly warm to room temperat... Procedure details: 1M diisobutylaluminum hydride/toluene solution (11 ml, 16.5 mmol) was added dropwise to a mixture of methyl 2-[(α-methyl-3-trifluoromethylbenzylidene)aminooxymethyl]-α-methoxyiminophenylacetate (4.83 g, 11.8 mmol) and dichloromethane (47 ml) at −65° C. or lower over 4 minutes, and the mixture was stirred at −78° C. to room temperature for 3 hours. Methanol (7 ml) was added to the reaction mixture, and the mixture was stirred at room temperature for 1 hour. The precipitated insoluble materials we... Isolated yield 109.6%. The solvent is CO (Methanol). As a reaction SMILES: [H-].C([Al+]CC(C)C)C(C)C.C1(C)C=CC=CC=1.CC(=NOC[C:33]1[CH:38]=[CH:37][CH:36]=[CH:35][C:34]=1[C:39](=[N:44][O:45][CH3:46])[C:40](OC)=[O:41])C1C=CC=C(C(F)(F)F)C=1.ClCCl>CO>[CH3:46][O:45][N:44]=[C:39]([C:34]1[CH:35]=[CH:36][CH:37]=[CH:38][CH:33]=1)[CH:40]=[O:41] |f:0.1.2|. Yields the product CON=C(C=O)C1=CC=CC=C1 (α-methoxyiminophenylacetaldehyde). Reactants: [H-].C(C(C)C)[Al+]CC(C)C.C1(=CC=CC=C1)C (diisobutylaluminum hydride toluene), CC(C1=CC(=CC=C1)C(F)(F)F)=NOCC1=C(C=CC=C1)C(C(=O)OC)=NOC (methyl 2-[(α-methyl-3-trifluoromethylbenzylidene)aminooxymethyl]-α-methoxyiminophenylacetate), ClCCl (dichloromethane). Conditions: time 3 hour. The reactants are N1C=C(C2=CC=CC=C12)C(C(=O)N1CCC(CC1)OC1=C(C=CC=C1)C)=O (1-(indol-3-ylglyoxyloyl)-4-(o-tolyloxy)piperidine), [H-].[Al+3].[Li+].[H-].[H-].[H-] (lithium aluminum hydride). Solvent: O1CCCC1 (tetrahydrofuran), O1CCCC1 (tetrahydrofuran). Yields the product C1(=C(C=CC=C1)OC1CCN(CC1)CCC1=CNC2=CC=CC=C12)C (3-{2-[4-(o-tolyloxy)piperidyl]ethyl}indole). Reaction SMILES: [NH:1]1[C:9]2[C:4](=[CH:5][CH:6]=[CH:7][CH:8]=2)[C:3]([C:10](=O)[C:11]([N:13]2[CH2:18][CH2:17][CH:16]([O:19][C:20]3[CH:25]=[CH:24][CH:23]=[CH:22][C:21]=3[CH3:26])[CH2:15][CH2:14]2)=O)=[CH:2]1.[H-].[Al+3].[Li+].[H-].[H-].[H-]>O1CCCC1>[C:21]1([CH3:26])[CH:22]=[CH:23][CH:24]=[CH:25][C:20]=1[O:19][CH:16]1[CH2:15][CH2:14][N:13]([CH2:11][CH2:10][C:3]2[C:4]3[C:9](=[CH:8][CH:7]=[CH:6][CH:5]=3)[NH:1][CH:2]=2)[CH2:18][CH2:17]1 |f:1.2.3.4.5.6|. Procedure: A solution of 8.7 g of 1-(indol-3-ylglyoxyloyl)-4-(o-tolyloxy)piperidine in 80 ml. of tetrahydrofuran is added dropwise to a stirred suspension of 4.2 g of lithium aluminum hydride in 120 ml. of tetrahydrofuran. After addition is complete, the mixture is stirred and refluxed for 3 hours under nitrogen. The reaction mixture is then cooled and excess hydride is carefully destroyed with water. The mixture is filtered, the filter cake washed with tetrahydrofuran, and the tetrahydrofuran is removed u... Procedure details: The 6-(p-tert.butylbenzoyl)-3-chloro-5,6,7,8-tetrahydropyrido[4,3-c]pyridazine, required as starting material, may be obtained in a manner analogous to that described in Example 8 (g), from 34.2 g of 3-chloro-5,6,7,8-tetrahydropyrido[4,3-c]pyridazine maleate and 25 g of tert.butylbenzoyl chloride. M.P. 157°-160° (decomp., from 95% ethanol). RXN SMILES: [C:1]([C:5]1[CH:23]=[CH:22][C:8]([C:9]([N:11]2[CH2:21][CH2:20][C:14]3[N:15]=[N:16][C:17](Cl)=[CH:18][C:13]=3[CH2:12]2)=[O:10])=[CH:7][CH:6]=1)([CH3:4])([CH3:3])[CH3:2].C(O)(=O)/C=C\C(O)=O.ClC1[N:38]=[N:37]C2CCNCC=2C=1.C(C1C=CC=CC=1C(Cl)=O)(C)(C)C>C(O)C>[C:1]([C:5]1[CH:23]=[CH:22][C:8]([C:9]([N:11]2[CH2:21][CH2:20][C:14]3[N:15]=[N:16][C:17]([NH:37][NH2:38])=[CH:18][C:13]=3[CH2:12]2)=[O:10])=[CH:7][CH:6]=1)([CH3:4])([CH3:3])[CH3:2] |f:1.2|. Starting materials: C(C)(C)(C)C1=CC=C(C(=O)N2CC3=C(N=NC(=C3)Cl)CC2)C=C1 (6-(p-tert.butylbenzoyl)-3-chloro-5,6,7,8-tetrahydropyrido[4,3-c]pyridazine), C(C)(C)(C)C1=C(C(=O)Cl)C=CC=C1 (tert.butylbenzoyl chloride), Example 8 ( g ), C(\C=C/C(=O)O)(=O)O.ClC1=CC2=C(N=N1)CCNC2 (3-chloro-5,6,7,8-tetrahydropyrido[4,3-c]pyridazine maleate). Product: C(C)(C)(C)C1=CC=C(C(=O)N2CC3=C(N=NC(=C3)NN)CC2)C=C1 (6-(p-tert.Butylbenzoyl)-3-hydrazino-5,6,7,8-tetrahydropyrido[4,3-c]pyridazine). Solvent: C(C)O (ethanol). Reactants: O=C(O)c1cc(C(=O)O)c2ccccc2n1, CO, C[Si](C)(C)Cl. Yields the product COC(=O)c1cc(C(=O)O)nc2ccccc12. As a reaction SMILES: [C:1](=[O:2])([OH:3])[c:4]1[n:5][c:6]2[cH:7][cH:8][cH:9][cH:10][c:11]2[c:12]([C:14](=[O:15])[OH:16])[cH:13]1.[CH3:22][OH:23].[Cl:17][Si:18]([CH3:19])([CH3:20])[CH3:21]>>[C:1](=[O:2])([OH:3])[c:4]1[n:5][c:6]2[cH:7][cH:8][cH:9][cH:10][c:11]2[c:12]([C:14](=[O:15])[O:16][CH3:19])[cH:13]1. Starting materials: COc1ccc(Cl)cc1C(=O)O, O=C(O)c1n[nH]cc1NC(=O)c1c(F)cccc1F. Yields the product COc1ccc(Cl)cc1C(=O)Nc1c[nH]nc1C(=O)O. As a reaction SMILES: [Cl:20][c:21]1[cH:22][cH:23][c:24]([O:30][CH3:31])[c:25]([C:26](=[O:27])[OH:28])[cH:29]1.[F:1][c:2]1[cH:3][cH:4][cH:5][c:15]([F:16])[c:17]1[C:18]([NH:6][c:7]1[c:8]([C:12](=[O:13])[OH:14])[n:9][nH:10][cH:11]1)=[O:19]>>[NH:6]([c:7]1[c:8]([C:12](=[O:13])[OH:14])[n:9][nH:10][cH:11]1)[C:26]([c:25]1[c:24]([O:30][CH3:31])[cH:23][cH:22][c:21]([Cl:20])[cH:29]1)=[O:28]. RXN SMILES: [CH3:1][O:2][C:3]([c:4]1[cH:5][cH:6][c:7]([CH:10]([c:11]2[cH:12][cH:13][c:14]([CH:17]3[CH2:18][CH2:19][CH2:20][CH2:21][CH2:22]3)[cH:15][cH:16]2)[NH:23][C:24](=[O:25])[NH:26][c:27]2[cH:28][cH:29][c:30]([S:33][C:34]([F:35])([F:36])[F:37])[cH:31][cH:32]2)[cH:8][cH:9]1)=[O:38].[CH3:41][CH2:42][OH:43].[Na+:40].[OH-:39]>>[O:2]=[C:3]([c:4]1[cH:5][cH:6][c:7]([CH:10]([c:11]2[cH:12][cH:13][c:14]([CH:17]3[CH2:18][CH2:19][CH2:20][CH2:21][CH2:22]3)[cH:15][cH:16]2)[NH:23][C:24](=[O:25])[NH:26][c:27]2[cH:28][cH:29][c:30]([S:33][C:34]([F:35])([F:36])[F:37])[cH:31][cH:32]2)[cH:8][cH:9]1)[OH:38]. The product is O=C(Nc1ccc(SC(F)(F)F)cc1)NC(c1ccc(C(=O)O)cc1)c1ccc(C2CCCCC2)cc1. Starting materials: COC(=O)c1ccc(C(NC(=O)Nc2ccc(SC(F)(F)F)cc2)c2ccc(C3CCCCC3)cc2)cc1, CCO, [Na+], [OH-]. Reaction SMILES: [Cl:1][C:2]1[C:7]([C:8]2[CH:13]=[CH:12][CH:11]=[CH:10][CH:9]=2)=[C:6](Cl)[N:5]=[C:4]([S:15][CH3:16])[N:3]=1.O.[NH2:18][NH2:19]>CO>[Cl:1][C:2]1[C:7]([C:8]2[CH:13]=[CH:12][CH:11]=[CH:10][CH:9]=2)=[C:6]([NH:18][NH2:19])[N:5]=[C:4]([S:15][CH3:16])[N:3]=1 |f:1.2|. Reactants: ClC1=NC(=NC(=C1C1=CC=CC=C1)Cl)SC (4,6-dichloro-2-methylthio-5-phenylpyrimidine), O.NN (hydrazine hydrate). Procedure: To a cold (ice bath) stirred solution of 25 g (0.09 mole) of 4,6-dichloro-2-methylthio-5-phenylpyrimidine in 250 ml of methanol was added slowly 10 g (0.2 mole) of hydrazine hydrate. After one hour the mixture was allowed to warm to about 20° C., and was then stirred at 20° C. for about 16 hours. The precipitate was separated by filtration to provide 4-chloro-6-hydrazino-2-methylthio-5-phenylpyrimidine. Recrystallization twice from hexanes/cyclohexane provided white crystals, m.p. 134°-135° C. A... The solvent is CO (methanol). Reaction conditions: temperature 20 celsius, time 1 hour. Yields the product ClC1=NC(=NC(=C1C1=CC=CC=C1)NN)SC (4-chloro-6-hydrazino-2-methylthio-5-phenylpyrimidine). Reactants: C(C)(=O)NC1=C2CCC(CC2=CC=C1)=O (5-acetylamino-2-tetralone), Cl.C(C=C)N (allylaminehydrochloride). Yields the product Cl.C(C)(=O)NC1=C2CCC(CC2=CC=C1)NCC=C (5-Acetylamino-2-allylamino-tetraline-hydrochloride). As a reaction SMILES: [C:1]([NH:4][C:5]1[CH:14]=[CH:13][CH:12]=[C:11]2[C:6]=1[CH2:7][CH2:8][C:9](=O)[CH2:10]2)(=[O:3])[CH3:2].[ClH:16].[CH2:17]([NH2:20])[CH:18]=[CH2:19]>>[ClH:16].[C:1]([NH:4][C:5]1[CH:14]=[CH:13][CH:12]=[C:11]2[C:6]=1[CH2:7][CH2:8][CH:9]([NH:20][CH2:17][CH:18]=[CH2:19])[CH2:10]2)(=[O:3])[CH3:2] |f:1.2,3.4|. Procedure: Starting from 3.04 g (0.015 mol) of 5-acetylamino-2-tetralone and 4.2 g (0.045 mol) of allylaminehydrochloride the title compound is obtained analogously to Example 4.1.11 in a yield of 3.30 g (78.4% of theory) and with a melting point of 263° C. which does not change after recrystallisation from methanol/water/ether. Reactants: S=C=Nc1ccc(Br)cc1, C1CCOC1, CC(O)(CN)C(=O)Nc1ccc([N+](=O)[O-])c(C(F)(F)F)c1. Yields the product CC(O)(CNC(=S)Nc1ccc(Br)cc1)C(=O)Nc1ccc([N+](=O)[O-])c(C(F)(F)F)c1. As a reaction SMILES: [Br:22][c:23]1[cH:24][cH:25][c:26]([N:29]=[C:30]=[S:31])[cH:27][cH:28]1.[CH2:32]1[O:33][CH2:34][CH2:35][CH2:36]1.[N+:1](=[O:2])([O-:3])[c:4]1[c:5]([C:18]([F:19])([F:20])[F:21])[cH:6][c:7]([NH:8][C:9]([C:10]([CH2:11][NH2:12])([CH3:13])[OH:14])=[O:15])[cH:16][cH:17]1>>[N+:1](=[O:2])([O-:3])[c:4]1[c:5]([C:18]([F:19])([F:20])[F:21])[cH:6][c:7]([NH:8][C:9]([C:10]([CH2:11][NH:12][C:30]([NH:29][c:26]2[cH:25][cH:24][c:23]([Br:22])[cH:28][cH:27]2)=[S:31])([CH3:13])[OH:14])=[O:15])[cH:16][cH:17]1.